describe an organic reaction: reactants, conditions, products, and yield From a dataset of the Open Reaction Database (ORD), a public repository of structured organic reaction records. Reactants: [Li] (Lithium), solution, C(C)O (Ethanol), C(C)OC(COC[C@@H](CC1=CC=CC=C1)NCC(=O)OC(C)(C)C)=O (((2R)-2-(tert-Butoxycarbonylmethylamino)-3-phenylpropoxy)acetic acid ethyl ester), C(CC(O)(C(=O)O)CC(=O)O)(=O)O (citric acid). The solvent is C1CCOC1 (THF), C1CCOC1 (THF). Conditions: time 16 hour. Product: C(C)(C)(C)OC(N(C)[C@H](CC1=CC=CC=C1)COCCO)=O (N-((1R)-1-(2-hydroxyethoxymethyl)-2-phenylethyl)-N-methylcarbamic acid tert-butylester). As a reaction SMILES: C(O[C:4](=[O:25])[CH2:5][O:6][CH2:7][C@H:8]([NH:16][CH2:17]C(OC(C)(C)C)=O)[CH2:9][C:10]1[CH:15]=[CH:14][CH:13]=[CH:12][CH:11]=1)C.[Li].[CH2:27]([OH:29])C.C(O)(=O)[CH2:31][C:32]([CH2:37]C(O)=O)([C:34](O)=O)[OH:33]>C1COCC1>[C:32]([O:33][C:27](=[O:29])[N:16]([C@@H:8]([CH2:7][O:6][CH2:5][CH2:4][OH:25])[CH2:9][C:10]1[CH:11]=[CH:12][CH:13]=[CH:14][CH:15]=1)[CH3:17])([CH3:31])([CH3:34])[CH3:37] |^1:25|. Reported procedure: ((2R)-2-(tert-Butoxycarbonylmethylamino)-3-phenylpropoxy)acetic acid ethyl ester (0.50 g, 1.42 mmol) was dissolved in THF (4 mL). Lithium boronhydride (1.56 mL of a 2.0 M solution in THF, 3.13 mmol) was added dropwise. Ethanol (8 mL) was added. The reaction mixture was stirred 16 h at room temp. The solution was acidified with 10% citric acid to pH=4. The solvent was removed in vacuo. The residue was dissolved in water (50 mL). This solution was extracted with dichloromethane (3×40 mL). The comb... Starting materials: CCOC(C)=O, CCO, O=C1Cc2cc([N+](=O)[O-])ccc2Oc2ccccc21, O=[Pt]. Product: Nc1ccc2c(c1)CC(=O)c1ccccc1O2. RXN SMILES: [CH3:20][CH2:21][O:22][C:23](=[O:24])[CH3:25].[CH3:28][CH2:29][OH:30].[N+:1]([O-:2])(=[O:3])[c:4]1[cH:5][c:6]2[c:7]([cH:18][cH:19]1)[O:8][c:9]1[c:10]([cH:14][cH:15][cH:16][cH:17]1)[C:11](=[O:13])[CH2:12]2.[Pt:26]=[O:27]>>[NH2:1][c:4]1[cH:5][c:6]2[c:7]([cH:18][cH:19]1)[O:8][c:9]1[c:10]([cH:14][cH:15][cH:16][cH:17]1)[C:11](=[O:13])[CH2:12]2. The reactants are CCCCCCCCNC(=O)Cc1cccc(OC(C)=O)c1, CO, [Na+], [OH-]. The product is CCCCCCCCNC(=O)Cc1cccc(O)c1. Reaction SMILES: [C:1](=[O:2])([CH3:3])[O:4][c:5]1[cH:6][c:7]([CH2:11][C:12](=[O:13])[NH:14][CH2:15][CH2:16][CH2:17][CH2:18][CH2:19][CH2:20][CH2:21][CH3:22])[cH:8][cH:9][cH:10]1.[CH3:25][OH:26].[Na+:24].[OH-:23]>>[OH:4][c:5]1[cH:6][c:7]([CH2:11][C:12](=[O:13])[NH:14][CH2:15][CH2:16][CH2:17][CH2:18][CH2:19][CH2:20][CH2:21][CH3:22])[cH:8][cH:9][cH:10]1. Starting materials: N(=NC(=O)OC(C)C)C(=O)OC(C)C (Diisopropyl azodicarboxylate), C1(=CC=CC=C1)P(C1=CC=CC=C1)C1=CC=CC=C1 (triphenylphosphine), OC(CCC(=O)OC(C)(C)C)C1=C(C=CC=C1)C (tert-butyl 4-hydroxy-4-(2-methylphenyl)butanoate), OC1=C(C=CC(=C1)OCC=1C=NC=CC1)C(C1=CC=CC=C1)=O (2′-hydroxy-4′-(pyridin-3-ylmethoxy)benzophenone). Run in O1CCCC1 (tetrahydrofuran), O1CCCC1 (tetrahydrofuran). Reaction conditions: time 30 minute. The product is C(C1=CC=CC=C1)(=O)C1=C(OC(CCC(=O)OC(C)(C)C)C2=C(C=CC=C2)C)C=C(C=C1)OCC=1C=NC=CC1 (t-butyl 4-[2-benzoyl-5-(pyridin-3-ylmethoxy)phenoxy]-4-(2-methylphenyl)butanoate). Reaction SMILES: N(C(OC(C)C)=O)=NC(OC(C)C)=O.C1(P(C2C=CC=CC=2)C2C=CC=CC=2)C=CC=CC=1.[OH:34][C:35]1[CH:40]=[C:39]([O:41][CH2:42][C:43]2[CH:44]=[N:45][CH:46]=[CH:47][CH:48]=2)[CH:38]=[CH:37][C:36]=1[C:49](=[O:56])[C:50]1[CH:55]=[CH:54][CH:53]=[CH:52][CH:51]=1.O[CH:58]([C:68]1[CH:73]=[CH:72][CH:71]=[CH:70][C:69]=1[CH3:74])[CH2:59][CH2:60][C:61]([O:63][C:64]([CH3:67])([CH3:66])[CH3:65])=[O:62]>O1CCCC1>[C:49]([C:36]1[CH:37]=[CH:38][C:39]([O:41][CH2:42][C:43]2[CH:44]=[N:45][CH:46]=[CH:47][CH:48]=2)=[CH:40][C:35]=1[O:34][CH:58]([C:68]1[CH:73]=[CH:72][CH:71]=[CH:70][C:69]=1[CH3:74])[CH2:59][CH2:60][C:61]([O:63][C:64]([CH3:67])([CH3:66])[CH3:65])=[O:62])(=[O:56])[C:50]1[CH:51]=[CH:52][CH:53]=[CH:54][CH:55]=1. Procedure details: Diisopropyl azodicarboxylate (6.45 mL) is added dropwise to a stirred, cooled (0° C.) solution of triphenylphosphine (8.6 g) in dry tetrahydrofuran (60 mL). After a further 30 minutes, a solution of 2′-hydroxy-4′-(pyridin-3-ylmethoxy)benzophenone (5 g) and tert-butyl 4-hydroxy-4-(2-methylphenyl)butanoate, thought to be the (S)-enantiomer, (5.13 g) in dry tetrahydrofuran (60 mL) is added dropwise over 25 minutes and stirring continued for a further 3 hours at °C. The reaction is allowed to warm t... Starting materials: CN(C=O)C (N,N-dimethylformamide), CNC=1C=C(C(=CC1F)F)N1C=C(C(C2=CC(=C(C(=C12)Cl)F)F)=O)C(=O)O (1-(3-methylamino-4,6-difluorophenyl)-8-chloro-6,7-difluoro-4-oxo-1,4-dihydroquinoline-3-carboxylic acid), Cl.Cl.NC1CNC1 (3-aminoazetidine dihydrochloride), CN1CCCC1 (N-methylpyrrolidine). The solvent is C(C)O (ethanol). Run at temperature 90 celsius, time 1 hour. Product: C(C)(C)OC(C)C (diisopropyl ether), NC1CN(C1)C1=C(C=C2C(C(=CN(C2=C1Cl)C1=CC(=C(C=C1F)F)NC)C(=O)O)=O)F (7-(3-aminoazetidinyl)-1-(3-methylamino-4,6-difluorophenyl)-8-chloro-6-fluoro-4-oxo-1,4-dihydroquinoline-3-carboxylic acid). Isolated yield 153.4%. Reaction SMILES: CN(C)C=O.[CH3:6][NH:7][C:8]1[CH:9]=[C:10]([N:16]2[C:25]3[C:20](=[CH:21][C:22]([F:28])=[C:23](F)[C:24]=3[Cl:26])[C:19](=[O:29])[C:18]([C:30]([OH:32])=[O:31])=[CH:17]2)[C:11]([F:15])=[CH:12][C:13]=1[F:14].Cl.Cl.[NH2:35][CH:36]1[CH2:39][NH:38][CH2:37]1.CN1CCCC1>C(O)C>[CH:36]([O:29][CH:19]([CH3:18])[CH3:20])([CH3:39])[CH3:37].[NH2:35][CH:36]1[CH2:39][N:38]([C:23]2[C:24]([Cl:26])=[C:25]3[C:20]([C:19](=[O:29])[C:18]([C:30]([OH:32])=[O:31])=[CH:17][N:16]3[C:10]3[C:11]([F:15])=[CH:12][C:13]([F:14])=[C:8]([NH:7][CH3:6])[CH:9]=3)=[CH:21][C:22]=2[F:28])[CH2:37]1 |f:2.3.4|. Procedure: To 650 mg of N,N-dimethylformamide were added 150 mg of 1-(3-methylamino-4,6-difluorophenyl)-8-chloro-6,7-difluoro-4-oxo-1,4-dihydroquinoline-3-carboxylic acid, 110 mg of 3-aminoazetidine dihydrochloride, and 250 mg of N-methylpyrrolidine. The solution was stirred at 90° C. for 1 hour. After 0.5 ml of ethanol was added, the reaction solution was allowed to cool down. The precipitate was collected by filtration and washed with ethanol and then diisopropyl ether to give 130 mg of the title compoun... The reactants are [H-].[Na+] (NaH), OC=1C=C(C=O)C=CC1O (3,4-Dihydroxybenzaldehyde), C(C1=CC=CC=C1)Cl (benzyl chloride). Run in CN(C)C=O (DMF), CN(C)C=O (DMF). Run at time 30 minute. Product: C(C1=CC=CC=C1)OC=1C=C(C=O)C=CC1O (3-benzyloxy-4-hydroxybenzaldehyde). As a reaction SMILES: [OH:1][C:2]1[CH:3]=[C:4]([CH:7]=[CH:8][C:9]=1[OH:10])[CH:5]=[O:6].[H-].[Na+].[CH2:13](Cl)[C:14]1[CH:19]=[CH:18][CH:17]=[CH:16][CH:15]=1>CN(C=O)C>[CH2:13]([O:1][C:2]1[CH:3]=[C:4]([CH:7]=[CH:8][C:9]=1[OH:10])[CH:5]=[O:6])[C:14]1[CH:19]=[CH:18][CH:17]=[CH:16][CH:15]=1 |f:1.2|. Procedure details: 3,4-Dihydroxybenzaldehyde (30.2 g, 219 mmol) is dissolved in DMF (300 mL) and added to a suspension of NaH (60% oil, 17.2 g, 430 mmol) in DMF (500 mL) at RT. The mixture is stirred for 30 minutes and benzyl chloride (17.3 mL, 150 mmol) is added at 0° C. The reaction is stirred overnight. The solvent is removed by evaporation and the residue is dissolved in water (500 mL). The mixture is extracted three times with CH2Cl2. The aqueous layer is acidified with HOAC (100 mL). The product is precipita... Reactants: C(C)(=O)N(C1=C(C(C2=C(O1)C1=CC=CC=C1C=C2)C2=CC(=CC=C2)[N+](=O)[O-])C#N)C(C)=O (2-Diacetylamino-4-(3-nitrophenyl)-4H-naphtho[1,2-b]pyran-3-carbonitrile), III. Solvent: C(Cl)(Cl)Cl (chloroform). Reaction conditions: time 24 hour. Yields the product C(C)(=O)NC1=C(C(=C2C(O1)C1=CC=CC=C1C=C2)C2=CC(=CC=C2)[N+](=O)[O-])C#N (2-acetamido-4-(3-nitrophenyl)-naphtho[1,2-b]pyran-3-carbonitrile). RXN SMILES: [C:1]([N:4](C(=O)C)[C:5]1[O:10][C:9]2[C:11]3[C:16]([CH:17]=[CH:18][C:8]=2[CH:7]([C:19]2[CH:24]=[CH:23][CH:22]=[C:21]([N+:25]([O-:27])=[O:26])[CH:20]=2)[C:6]=1[C:28]#[N:29])=[CH:15][CH:14]=[CH:13][CH:12]=3)(=[O:3])[CH3:2]>C(Cl)(Cl)Cl>[C:1]([NH:4][C:5]1[O:10][CH:9]2[C:11]3[C:16]([CH:17]=[CH:18][C:8]2=[C:7]([C:19]2[CH:24]=[CH:23][CH:22]=[C:21]([N+:25]([O-:27])=[O:26])[CH:20]=2)[C:6]=1[C:28]#[N:29])=[CH:15][CH:14]=[CH:13][CH:12]=3)(=[O:3])[CH3:2]. Procedure details: 2-Diacetylamino-4-(3-nitrophenyl)-4H-naphtho[1,2-b]pyran-3-carbonitrile (3.62 g) was dissolved in chloroform (200 ml) and mechanically stirred in the presence of Grade III alumina (36 g) for 24 hours at ambient temperature. The suspension was filtered, the alumina pad was washed through with 5% methanol in chloroform, the combined filtrates were evaporated and the residue was triturated with a little chloroform. The white solid was dissolved in dioxan (50 ml) and left to stand for 24 hours. An i... The reactants are CC#N, O=C(O)CN1N=C(C2CCCCC2)c2ccccc2N(CC(=O)C2CCCC2)C1=O, CCN(C(C)C)C(C)C, O=C(Cl)C(=O)Cl, ClCCl, Nc1cccc(-c2noc(=O)[nH]2)c1, CN(C)C=O. Product: O=C(CN1N=C(C2CCCCC2)c2ccccc2N(CC(=O)C2CCCC2)C1=O)Nc1cccc(-c2noc(=O)[nH]2)c1. Reaction SMILES: [CH3:62][C:63]#[N:64].[CH:1]1([C:7]2=[N:13][N:12]([CH2:14][C:15](=[O:16])[OH:17])[C:11](=[O:18])[N:10]([CH2:19][C:20](=[O:21])[CH:22]3[CH2:23][CH2:24][CH2:25][CH2:26]3)[c:9]3[c:8]2[cH:30][cH:29][cH:28][cH:27]3)[CH2:2][CH2:3][CH2:4][CH2:5][CH2:6]1.[CH:50]([N:51]([CH2:52][CH3:53])[CH:54]([CH3:55])[CH3:56])([CH3:57])[CH3:58].[Cl:31][C:32]([C:33]([Cl:34])=[O:35])=[O:36].[Cl:59][CH2:60][Cl:61].[NH2:37][c:38]1[cH:39][c:40](-[c:44]2[n:45][o:46][c:47](=[O:49])[nH:48]2)[cH:41][cH:42][cH:43]1.[O:65]=[CH:66][N:67]([CH3:68])[CH3:69]>>[CH:1]1([C:7]2=[N:13][N:12]([CH2:14][C:15](=[O:16])[NH:37][c:38]3[cH:39][c:40](-[c:44]4[n:45][o:46][c:47](=[O:49])[nH:48]4)[cH:41][cH:42][cH:43]3)[C:11](=[O:18])[N:10]([CH2:19][C:20](=[O:21])[CH:22]3[CH2:23][CH2:24][CH2:25][CH2:26]3)[c:9]3[c:8]2[cH:30][cH:29][cH:28][cH:27]3)[CH2:2][CH2:3][CH2:4][CH2:5][CH2:6]1.